Dataset: the Open Reaction Database (ORD), a public repository of structured organic reaction records. Task: describe an organic reaction: reactants, conditions, products, and yield The reactants are BrC1=CC=C(C=C1)C=1C2=C(SC1)C=C(C=C2)OC (3-(4-Bromo-phenyl)-6-methoxy-benzo[b]thiophene), Br (HBr). The solvent is C(C)(=O)O (acetic acid). The product is BrC1=CC=C(C=C1)C=1C2=C(SC1)C=C(C=C2)O (3-(4-Bromo-phenyl)-benzo[b]thiophen-6-ol). Yield: 98.4%. Reaction SMILES: [Br:1][C:2]1[CH:7]=[CH:6][C:5]([C:8]2[C:9]3[CH:16]=[CH:15][C:14]([O:17]C)=[CH:13][C:10]=3[S:11][CH:12]=2)=[CH:4][CH:3]=1.Br>C(O)(=O)C>[Br:1][C:2]1[CH:7]=[CH:6][C:5]([C:8]2[C:9]3[CH:16]=[CH:15][C:14]([OH:17])=[CH:13][C:10]=3[S:11][CH:12]=2)=[CH:4][CH:3]=1. Procedure: 7.4 g (23.17 mmol) 3-(4-Bromo-phenyl)-6-methoxy-benzo[b]thiophene in 47 ml acetic acid were treated with 27 ml (62% aq) HBr at 125° C. for 4 h. The solution was concentrated in vacuo and the residue was dissolved in NaHCO3 and EtOAc. Prior to extraction with EtOAc the pH was adjusted with 2M NaOH (pH 8). The combined organic phases were washed with brine and dried with Na2SO4. Trituration with hexane gave 6.96 g (98%) 3-(4-Bromo-phenyl)-benzo[b]thiophen-6-ol as light green solid, MS: 304 (M, 1Br...